Dataset: the Open Reaction Database (ORD), a public repository of structured organic reaction records. Task: describe an organic reaction: reactants, conditions, products, and yield Reactants: FC1=C(C=C(C(=C1)[N+](=O)[O-])F)O (2,5-difluoro-4-nitro-phenol), C([O-])([O-])=O.[K+].[K+] (potassium carbonate), BrCC (bromoethane), ICC (iodoethane). Solvent: C(C)#N (acetonitrile). Conditions: temperature 70 celsius, time 3.5 hour. Yields the product C(C)OC1=C(C=C(C(=C1)F)[N+](=O)[O-])F (1-ethoxy-2,5-difluoro-4-nitro-benzene). Yield: 88.2%. As a reaction SMILES: [F:1][C:2]1[CH:7]=[C:6]([N+:8]([O-:10])=[O:9])[C:5]([F:11])=[CH:4][C:3]=1[OH:12].C(=O)([O-])[O-].[K+].[K+].Br[CH2:20][CH3:21].ICC>C(#N)C>[CH2:20]([O:12][C:3]1[CH:4]=[C:5]([F:11])[C:6]([N+:8]([O-:10])=[O:9])=[CH:7][C:2]=1[F:1])[CH3:21] |f:1.2.3|. Procedure: To a solution of 2,5-difluoro-4-nitro-phenol (4.86 g, 28.2 mmol) in acetonitrile (50 mL), potassium carbonate (4.7 g, 34 mmol) and bromoethane (4.21 mL, 56.4 mmol) were added. After stirring at 70° C. for 3.5 hours, iodoethane (2.73, 33.8 mmol) was added and mixture was stirred at 80° C. After 20 hours, mixture was concentrated and extracted with methylene chloride and 2M NaOH solution. Organic phases were dried over magnesium sulfate, filtered, and concentrated to give 1-ethoxy-2,5-difluoro-4-n... The reactants are FC=1C=CC=C2C(=C3N(C12)CC(CC3)OS(=O)(=O)C)CC(=O)OCCC (propyl {4-fluoro-7-[(methylsulfonyl)oxy]-6,7,8,9-tetrahydropyrido[1,2-α]indol-10-yl}acetate), [N-]=[N+]=[N-].[Na+] (sodium azide). Run in CN(C)C=O (DMF). Reaction conditions: temperature 60 celsius, time 6 hour. The product is N(=[N+]=[N-])C1CCC=2N(C3=C(C=CC=C3C2CC(=O)OCCC)F)C1 (Propyl (7-azido-4-fluoro-6,7,8,9-tetrahydropyrido[1,2-α]indol-10-yl)acetate). Reaction SMILES: [F:1][C:2]1[CH:3]=[CH:4][CH:5]=[C:6]2[C:10]=1[N:9]1[CH2:11][CH:12](OS(C)(=O)=O)[CH2:13][CH2:14][C:8]1=[C:7]2[CH2:20][C:21]([O:23][CH2:24][CH2:25][CH3:26])=[O:22].[N-:27]=[N+:28]=[N-:29].[Na+]>CN(C=O)C>[N:27]([CH:12]1[CH2:11][N:9]2[C:10]3[C:6]([C:7]([CH2:20][C:21]([O:23][CH2:24][CH2:25][CH3:26])=[O:22])=[C:8]2[CH2:14][CH2:13]1)=[CH:5][CH:4]=[CH:3][C:2]=3[F:1])=[N+:28]=[N-:29] |f:1.2|. Reported procedure: To a stirred solution of propyl {4-fluoro-7-[(methylsulfonyl)oxy]-6,7,8,9-tetrahydropyrido[1,2-α]indol-10-yl}acetate (1 eq) in DMF (0.15M) at 0° C. was added sodium azide (1.2 eq). The reaction mixture was stirred at 60° C. for 6 h. The reaction was quenched by addition of water and NH4Cl, extracted with EtOAc, washed with water, brine, dried and evaporated. The residue was purified by column chromatography on silica gel eluting with EtOAc/Hexanes (0 to 50%) to give the desired material as a yel... The reactants are C(CCCCCCC)P(CCCCCCCC)CCCCCCCC (tri-(n-octyl)phosphine), BrCCCC (1-bromobutane). Run at time 1 hour. Yields the product [Br-].C(CCCCCCC)[P+](CCCC)(CCCCCCCC)CCCCCCCC (Tri-n-octyl-n-butylphosphonium bromide). RXN SMILES: [CH2:1]([P:9]([CH2:18][CH2:19][CH2:20][CH2:21][CH2:22][CH2:23][CH2:24][CH3:25])[CH2:10][CH2:11][CH2:12][CH2:13][CH2:14][CH2:15][CH2:16][CH3:17])[CH2:2][CH2:3][CH2:4][CH2:5][CH2:6][CH2:7][CH3:8].[Br:26][CH2:27][CH2:28][CH2:29][CH3:30]>>[Br-:26].[CH2:18]([P+:9]([CH2:1][CH2:2][CH2:3][CH2:4][CH2:5][CH2:6][CH2:7][CH3:8])([CH2:10][CH2:11][CH2:12][CH2:13][CH2:14][CH2:15][CH2:16][CH3:17])[CH2:27][CH2:28][CH2:29][CH3:30])[CH2:19][CH2:20][CH2:21][CH2:22][CH2:23][CH2:24][CH3:25] |f:2.3|. Procedure details: Tri-n-octyl-n-butylphosphonium bromide is prepared by slowing dripping tri-(n-octyl)phosphine (740 grams) into refluxing 1-bromobutane (500 grams) in a nitrogen atmosphere. Reflux is continued one hour after final addition then the solution is cooled with stirring for about 18 hours, followed by vacuum removal of excess 1-bromobutane at 60° C. This product, 1210 grams from two successive preparations, is added to 880 grams of sodium 3,5-dicarbomethoxybenzenesulfonate in 2500 ml. of water and sti... Reactants: C(CCCC)C1=CC=C(C=C1)C1=CC=C(C=C1)C1=NC=C(C=N1)OCC(C(F)(F)F)O (2-(4'-pentylbiphenyl-4-yl)-5-(2-hydroxy-3,3,3-trifluoropropoxy)-pyrimidine), C(CCCC)I (pentyl iodide). The reagents and catalysts are [Ag]=O (silver oxide). Conditions: time 8 hour. The product is C(CCCC)C1=CC=C(C=C1)C1=CC=C(C=C1)C1=NC=C(C=N1)OCC(C(F)(F)F)OCCCCC (2-(4'-pentylbiphenyl-4-yl)-5-(2-pentyloxy-3,3,3-trifluoropropoxy)-pyrimidine). The yield is 43.0%. RXN SMILES: [CH2:1]([C:6]1[CH:11]=[CH:10][C:9]([C:12]2[CH:17]=[CH:16][C:15]([C:18]3[N:23]=[CH:22][C:21]([O:24][CH2:25][CH:26]([OH:31])[C:27]([F:30])([F:29])[F:28])=[CH:20][N:19]=3)=[CH:14][CH:13]=2)=[CH:8][CH:7]=1)[CH2:2][CH2:3][CH2:4][CH3:5].[CH2:32](I)[CH2:33][CH2:34][CH2:35][CH3:36]>[Ag]=O>[CH2:1]([C:6]1[CH:7]=[CH:8][C:9]([C:12]2[CH:13]=[CH:14][C:15]([C:18]3[N:23]=[CH:22][C:21]([O:24][CH2:25][CH:26]([O:31][CH2:32][CH2:33][CH2:34][CH2:35][CH3:36])[C:27]([F:30])([F:28])[F:29])=[CH:20][N:19]=3)=[CH:16][CH:17]=2)=[CH:10][CH:11]=1)[CH2:2][CH2:3][CH2:4][CH3:5]. Procedure: A mixture of 2-(4'-pentylbiphenyl-4-yl)-5-(2-hydroxy-3,3,3-trifluoropropoxy)-pyrimidine (60 mg), pentyl iodide (30 mg) and silver oxide (40 mg) was stirred overnight, followed by filtering off insoluble substance, concentrating the mother liquid and recrystallizing from ethanol to obtain 2-(4'-pentylbiphenyl-4-yl)-5-(2-pentyloxy-3,3,3-trifluoropropoxy)-pyrimidine (30 mg).